Dataset: the Open Reaction Database (ORD), a public repository of structured organic reaction records. Task: describe an organic reaction: reactants, conditions, products, and yield Yields the product CN1C(=NN=C1)C(=O)C1=CC=CC=C1 ((4-methyl-4H-1,2,4-triazol-3-yl)(phenyl)methanone). As a reaction SMILES: [CH3:1][N:2]1[CH:6]=[N:5][N:4]=[C:3]1[C:7]#N.C[Si](Cl)(C)C.[C:14]1([Mg]Br)[CH:19]=[CH:18][CH:17]=[CH:16][CH:15]=1.C1C[O:25]CC1>>[CH3:1][N:2]1[CH:6]=[N:5][N:4]=[C:3]1[C:7]([C:14]1[CH:19]=[CH:18][CH:17]=[CH:16][CH:15]=1)=[O:25]. Yield: 48.0%. Reaction conditions: temperature -40 celsius, time 1 hour. Procedure details: To a solution of 4-methyl-4H-1,2,4-triazole-3-carbonitrile (70%, 4.27 g, 27.64 mmol, 1 eq.) in 200 ml of THF cooled to −40° C. was added TMSCl (6.0 g, 55.29 mmol, 2.0 eq.) followed by phenylmagnesium bromide (2.8 M, 14.81 ml, 41.47 mmol, 1.4 eq.). The reaction was stirred at −40° C. for 1 h and quenched with 1N HCl. EtOAc was added and the layers separated. The aqueous layer was extracted with EtOAc and the organics combined, dried over MgSO4 and concentrated. The residue was triturated in EtOAc... The reactants are C[Si](C)(C)Cl (TMSCl), CN1C(=NN=C1)C#N (4-methyl-4H-1,2,4-triazole-3-carbonitrile), C1CCOC1 (THF), C1(=CC=CC=C1)[Mg]Br (phenylmagnesium bromide). Starting materials: potassium t-butylate, [Br-].C(=O)(O)CCCCC[P+](C1=CC=CC=C1)(C1=CC=CC=C1)C1=CC=CC=C1 ((5-carboxypentyl)triphenylphosphonium bromide), OC(CCCCCCC(C)=O)C (9-hydroxy-2-decanone). Run in O1CCCC1 (tetrahydrofuran), O1CCCC1 (tetrahydrofuran). Product: OC(CCCCCCC(=CCCCCC(=O)O)C)C (14-hydroxy-7-methyl-pentadec-6-enoic acid). Yield: 98.3%. As a reaction SMILES: [Br-].[C:2]([CH2:5][CH2:6][CH2:7][CH2:8][CH2:9][P+](C1C=CC=CC=1)(C1C=CC=CC=1)C1C=CC=CC=1)([OH:4])=[O:3].[OH:29][CH:30]([CH3:40])[CH2:31][CH2:32][CH2:33][CH2:34][CH2:35][CH2:36][C:37](=O)[CH3:38]>O1CCCC1>[OH:29][CH:30]([CH3:40])[CH2:31][CH2:32][CH2:33][CH2:34][CH2:35][CH2:36][C:37]([CH3:38])=[CH:9][CH2:8][CH2:7][CH2:6][CH2:5][C:2]([OH:4])=[O:3] |f:0.1|. Procedure: 325 g (0.7 mol) of (5-carboxypentyl)triphenylphosphonium bromide were dissolved in 1500 ml of tetrahydrofuran. After the addition of 180 g (1.6 mol) of potassium t-butylate in 700 ml of tetrahydrofuran the mixture was treated with 175 g (0.71 mol) of 9-hydroxy-2-decanone (70% purity). After usual work up 186 g of crude 14-hydroxy-7-methyl-pentadec-6-enoic acid were obtained. This product was dissolved in 400 ml of methanol and, after the addition of 5 ml of concentrated sulphuric acid, heated to... Starting materials: C=C(C)Cc1c(Cl)ccc([N+](=O)[O-])c1O, Cc1ccc(S(=O)(=O)O)cc1, Cc1ccccc1C. The product is CC1(C)Cc2c(Cl)ccc([N+](=O)[O-])c2O1. Reaction SMILES: [Cl:1][c:2]1[c:3]([CH2:12][C:13](=[CH2:14])[CH3:15])[c:4]([OH:11])[c:5]([N+:8](=[O:9])[O-:10])[cH:6][cH:7]1.[c:16]1([CH3:17])[cH:18][cH:19][c:20]([S:21]([OH:22])(=[O:23])=[O:24])[cH:25][cH:26]1.[c:27]1([CH3:28])[c:29]([CH3:30])[cH:31][cH:32][cH:33][cH:34]1>>[Cl:1][c:2]1[c:3]2[c:4]([c:5]([N+:8](=[O:9])[O-:10])[cH:6][cH:7]1)[O:11][C:13]([CH3:14])([CH3:15])[CH2:12]2. Reactants: CC(=O)O[BH-](OC(C)=O)OC(C)=O, C=O, ClCCl, [Na+], O=C(NCC(=O)N1CCC(NC2CCC(O)(c3ccc(-c4ncco4)cn3)CC2)C1)c1cccc(C(F)(F)F)c1. The product is CN(C1CCC(O)(c2ccc(-c3ncco3)cn2)CC1)C1CCN(C(=O)CNC(=O)c2cccc(C(F)(F)F)c2)C1. RXN SMILES: [C:43]([O:44][BH-:45]([O:46][C:47](=[O:48])[CH3:49])[O:50][C:51](=[O:52])[CH3:53])(=[O:54])[CH3:55].[CH2:41]=[O:42].[CH2:57]([Cl:58])[Cl:59].[Na+:56].[OH:1][C:2]1([c:30]2[n:31][cH:32][c:33](-[c:36]3[o:37][cH:38][cH:39][n:40]3)[cH:34][cH:35]2)[CH2:3][CH2:4][CH:5]([NH:8][CH:9]2[CH2:10][N:11]([C:14]([CH2:15][NH:16][C:17]([c:18]3[cH:19][c:20]([C:24]([F:25])([F:26])[F:27])[cH:21][cH:22][cH:23]3)=[O:28])=[O:29])[CH2:12][CH2:13]2)[CH2:6][CH2:7]1>>[OH:1][C:2]1([c:30]2[n:31][cH:32][c:33](-[c:36]3[o:37][cH:38][cH:39][n:40]3)[cH:34][cH:35]2)[CH2:3][CH2:4][CH:5]([N:8]([CH:9]2[CH2:10][N:11]([C:14]([CH2:15][NH:16][C:17]([c:18]3[cH:19][c:20]([C:24]([F:25])([F:26])[F:27])[cH:21][cH:22][cH:23]3)=[O:28])=[O:29])[CH2:12][CH2:13]2)[CH3:43])[CH2:6][CH2:7]1. The reactants are C, COC(=O)C1=C(C)Nc2nccn2C1c1cccc([N+](=O)[O-])c1, CC(=O)O, [Pd]. The product is COC(=O)C1=C(C)Nc2nccn2C1c1cccc(N)c1. As a reaction SMILES: [C:24].[CH3:1][O:2][C:3](=[O:4])[C:5]1=[C:6]([CH3:23])[NH:7][c:8]2[n:9]([cH:20][cH:21][n:22]2)[CH:10]1[c:11]1[cH:12][c:13]([N+:17]([O-:18])=[O:19])[cH:14][cH:15][cH:16]1.[CH3:26][C:27](=[O:28])[OH:29].[Pd:25]>>[CH3:1][O:2][C:3](=[O:4])[C:5]1=[C:6]([CH3:23])[NH:7][c:8]2[n:9]([cH:20][cH:21][n:22]2)[CH:10]1[c:11]1[cH:12][c:13]([NH2:17])[cH:14][cH:15][cH:16]1. Reactants: C(CCC)[Li] (n-Butyllithium), BrC=1C=C2C(=C(C(=NC2=C(C1)C)OC)C1=CC=C(C=C1)OC(F)(F)F)Cl (6-bromo-4-chloro-2-methoxy-8-methyl-3-(4-(trifluoromethoxy)phenyl)quinoline), BrC=1C=C2C(=C(C(=NC2=C(C1)C)OC)C1=CC=C(C=C1)OC(F)(F)F)Cl (6-bromo-4-chloro-2-methoxy-8-methyl-3-(4-(trifluoromethoxy)phenyl)quinoline), CN1C=NC=C1C(=O)C=1C=NC(=CC1)C(F)(F)F ((1-methyl-1H-imidazol-5-yl)(6-(trifluoromethyl)pyridin-3-yl)methanone), CN1C=NC=C1C(=O)C=1C=NC(=CC1)C(F)(F)F ((1-methyl-1H-imidazol-5-yl)(6-(trifluoromethyl)pyridin-3-yl)methanone), C1CCOC1 (THF), [NH4+].[Cl-] (NH4Cl). Run in O (Water). Reaction conditions: temperature 0 celsius, time 10 minute. Product: ClC1=C(C(=NC2=C(C=C(C=C12)C(O)(C=1C=NC(=CC1)C(F)(F)F)C1=CN=CN1C)C)OC)C1=CC=C(C=C1)OC(F)(F)F.C(=O)(C(F)(F)F)O ((4-Chloro-2-methoxy-8-methyl-3-(4-(trifluoromethoxy)phenyl)quinolin-6-yl)(1-methyl-1H-imidazol-5-yl)(6-(trifluoromethyl)pyridin-3-yl)methanol•TFA). RXN SMILES: C([Li])CCC.Br[C:7]1[CH:8]=[C:9]2[C:14](=[C:15]([CH3:17])[CH:16]=1)[N:13]=[C:12]([O:18][CH3:19])[C:11]([C:20]1[CH:25]=[CH:24][C:23]([O:26][C:27]([F:30])([F:29])[F:28])=[CH:22][CH:21]=1)=[C:10]2[Cl:31].[CH3:32][N:33]1[C:37]([C:38]([C:40]2[CH:41]=[N:42][C:43]([C:46]([F:49])([F:48])[F:47])=[CH:44][CH:45]=2)=[O:39])=[CH:36][N:35]=[CH:34]1.[NH4+].[Cl-].C1[CH2:56][O:55]CC1>O>[Cl:31][C:10]1[C:9]2[C:14](=[C:15]([CH3:17])[CH:16]=[C:7]([C:38]([C:37]3[N:33]([CH3:32])[CH:34]=[N:35][CH:36]=3)([C:40]3[CH:41]=[N:42][C:43]([C:46]([F:48])([F:47])[F:49])=[CH:44][CH:45]=3)[OH:39])[CH:8]=2)[N:13]=[C:12]([O:18][CH3:19])[C:11]=1[C:20]1[CH:25]=[CH:24][C:23]([O:26][C:27]([F:30])([F:29])[F:28])=[CH:22][CH:21]=1.[C:56]([OH:55])([C:27]([F:28])([F:29])[F:30])=[O:39] |f:3.4,7.8|. Procedure: n-Butyllithium (2.0 mL, 3.202 mmol) was added to a −78° C. mixture of 6-bromo-4-chloro-2-methoxy-8-methyl-3-(4-(trifluoromethoxy)phenyl)quinoline (1.1 g, 2.463 mmol, Intermediate 58, step d) and (1-methyl-1H-imidazol-5-yl)(6-(trifluoromethyl)pyridin-3-yl)methanone (0.691 g, 2.709 mmol, Intermediate 15, step c) in dry THF (25 mL) over a 2 min period. After complete addition stirring was continued at −78° C. for 10 min then the reaction was warmed up to 0° C. and stirred for 1 hour. Saturated NH4C...